This data is from the Open Reaction Database (ORD), a public repository of structured organic reaction records. The task is: describe an organic reaction: reactants, conditions, products, and yield The reactants are C(C)(=O)C1=C(OC2=C1C=CC=C2)C2=CC=C(C1=CC=CC=C21)O (3-acetyl-2-(4-hydroxynaphthyl)benzofuran), BrCCBr (1,2-dibromoethane), C([O-])([O-])=O.[K+].[K+] (potassium carbonate). Run in CC(CC)=O (2-butanone). The product is C(C)(=O)C1=C(OC2=C1C=CC=C2)C2=CC=C(C1=CC=CC=C21)OCCBr (3-acetyl-2-[4-(2-bromoethoxy)naphthyl]benzofuran). As a reaction SMILES: [C:1]([C:4]1[C:8]2[CH:9]=[CH:10][CH:11]=[CH:12][C:7]=2[O:6][C:5]=1[C:13]1[C:22]2[C:17](=[CH:18][CH:19]=[CH:20][CH:21]=2)[C:16]([OH:23])=[CH:15][CH:14]=1)(=[O:3])[CH3:2].[Br:24][CH2:25][CH2:26]Br.C(=O)([O-])[O-].[K+].[K+]>CC(=O)CC>[C:1]([C:4]1[C:8]2[CH:9]=[CH:10][CH:11]=[CH:12][C:7]=2[O:6][C:5]=1[C:13]1[C:22]2[C:17](=[CH:18][CH:19]=[CH:20][CH:21]=2)[C:16]([O:23][CH2:26][CH2:25][Br:24])=[CH:15][CH:14]=1)(=[O:3])[CH3:2] |f:2.3.4|. Procedure details: To a solution of 11.9 g. (0.039 mol.) of 3-acetyl-2-(4-hydroxynaphthyl)benzofuran in 400 ml. of 2-butanone was added 100 ml. (0.24 mol.) of 1,2-dibromoethane and 22 g. (0.16 mol.) of anhydrous potassium carbonate. The reaction mixture was refluxed for 8 hours, then the solvent was evaporated and the excess 1,2-dibromoethane was removed by distillation in vacuo. The residue was chromatographed on silica with 10% hexane in methylene chloride as eluant to give 3-acetyl-2-[4-(2-bromoethoxy)naphthyl]... Starting materials: ClC=1C=C(C(N(N1)C)=O)NC1=NN2C(CN(CC2)C)=C1 (6-Chloro-2-methyl-4-(5-methyl-4,5,6,7-tetrahydropyrazolo[1,5-a]pyrazin-2-ylamino)pyridazin-3(2H)-one), B1(OC(C(O1)(C)C)(C)C)B2OC(C(O2)(C)C)(C)C (bis(pinacolato)diboron), CC(C)C1=CC(=C(C(=C1)C(C)C)C2=C(C=CC=C2)P(C3CCCCC3)C4CCCCC4)C(C)C (X-Phos), C(C)(=O)[O-].[K+] (potassium acetate). The reagents and catalysts are C=1C=CC(=CC1)/C=C/C(=O)/C=C/C2=CC=CC=C2.C=1C=CC(=CC1)/C=C/C(=O)/C=C/C2=CC=CC=C2.C=1C=CC(=CC1)/C=C/C(=O)/C=C/C2=CC=CC=C2.[Pd].[Pd] (Pd2(dba)3). Run in O1CCOCC1 (1,4-dioxane). Reaction conditions: temperature 50 celsius. Yields the product CN1N=C(C=C(C1=O)NC1=NN2C(CN(CC2)C)=C1)B(O)O (1-Methyl-5-(5-methyl-4,5,6,7-tetrahydropyrazolo[1,5-a]pyrazin-2-ylamino)-6-oxo-1,6-dihydropyridazin-3-ylboronic Acid). As a reaction SMILES: Cl[C:2]1[CH:3]=[C:4]([NH:10][C:11]2[CH:20]=[C:14]3[CH2:15][N:16]([CH3:19])[CH2:17][CH2:18][N:13]3[N:12]=2)[C:5](=[O:9])[N:6]([CH3:8])[N:7]=1.[B:21]1(B2OC(C)(C)C(C)(C)O2)[O:25]C(C)(C)C(C)(C)[O:22]1.CC(C1C=C(C(C)C)C(C2C=CC=CC=2P(C2CCCCC2)C2CCCCC2)=C(C(C)C)C=1)C.C([O-])(=O)C.[K+]>C1C=CC(/C=C/C(/C=C/C2C=CC=CC=2)=O)=CC=1.C1C=CC(/C=C/C(/C=C/C2C=CC=CC=2)=O)=CC=1.C1C=CC(/C=C/C(/C=C/C2C=CC=CC=2)=O)=CC=1.[Pd].[Pd].O1CCOCC1>[CH3:8][N:6]1[C:5](=[O:9])[C:4]([NH:10][C:11]2[CH:20]=[C:14]3[CH2:15][N:16]([CH3:19])[CH2:17][CH2:18][N:13]3[N:12]=2)=[CH:3][C:2]([B:21]([OH:25])[OH:22])=[N:7]1 |f:3.4,5.6.7.8.9|. Procedure details: A 50-mL round-bottomed flask equipped with a magnetic stirrer and a reflux condenser was charged with 153a (200 mg, 0.68 mmol), bis(pinacolato)diboron (Pin2B2, 863 mg, 3.40 mmol), Pd2(dba)3 (55 mg, 0.060 mmol), X-Phos (60 mg, 0.12 mmol), potassium acetate (60 mg, 1.36 mmol), and 1,4-dioxane (10 mL). The system was evacuated and then refilled with N2. It was then heated at 50° C. for 2 h. After completion of the reaction, the mixture was filtered and the solid was washed with ethyl acetate (10 mL... Yields the product OCC#CC=1C(=CC(=NC1)C(=O)OC)C(=O)OC (dimethyl 5-(3-hydroxy-1-propinyl)-pyridine2,4-dicarboxylate). Solvent: C(Cl)Cl (methylene chloride). Run at time 15 minute. As a reaction SMILES: Br[C:2]1[C:3]([C:12]([O:14][CH3:15])=[O:13])=[CH:4][C:5]([C:8]([O:10][CH3:11])=[O:9])=[N:6][CH:7]=1.[CH2:16]([OH:19])[C:17]#[CH:18]>C(Cl)Cl>[OH:19][CH2:16][C:17]#[C:18][C:2]1[C:3]([C:12]([O:14][CH3:15])=[O:13])=[CH:4][C:5]([C:8]([O:10][CH3:11])=[O:9])=[N:6][CH:7]=1. Reactants: BrC=1C(=CC(=NC1)C(=O)OC)C(=O)OC (dimethyl 5-bromo-2,4-pyridinedicarboxylate), C(C#C)O (propargyl alcohol). Reported procedure: 500 mg of dimethyl 5-bromodicarboxylate (from Example 3) and 121 mg of propargyl alcohol are dissolved in methylene chloride in a flask flushed with argon, and 840 μl of triethylamine are added dropwise. The mixture is stirred at room temperature for 15 minutes, 25 mg of ((C6H5)3P)2PdCl2 and 4 mg of CuI are added and the mixture is boiled under reflux for 30 hours. After cooling, the mixture is diluted with methylene chloride and washed with water and sodium chloride solution and the combined or...